This data is from the Open Reaction Database (ORD), a public repository of structured organic reaction records. The task is: describe an organic reaction: reactants, conditions, products, and yield The reactants are C1=CC=C(C=C1)N, COC(=O)C1=CC(=CC(=C1)Br)Br. The reagents and catalysts are C(=O)([O-])[O-].[Cs+].[Cs+], CC1(C2=C(C(=CC=C2)P(C3=CC=CC=C3)C4=CC=CC=C4)OC5=C1C=CC=C5P(C6=CC=CC=C6)C7=CC=CC=C7)C, CC(=O)O.CC(=O)O.[Pd]. The solvent is CC1=CC=CC=C1. Reaction conditions: temperature 110 celsius. The product is COC(=O)C1=CC(=CC(=C1)Br)NC2=CC=CC=C2. Isolated yield 0.0%. Procedure: aniline (0.380 g, 4.08 mmol), methyl 3,5-dibromobenzoate (1.000 g, 3.40 mmol), Pd(OAc)2 (0.076 g, 0.34 mmol), (9,9-dimethyl-9H-xanthene-4,5-diyl)bis(diphenylphosphine) (0.295 g, 0.51 mmol) and CESIUM CARBONATE (1.663 g, 5.10 mmol) were stirred in toluene (10 mL) and degassed with nitrogen for 15 minutes. The mixture was then heated at 110 °C under nitrogen for 24 hours. No evidence of any significant amount of product (ester or acid) therfore abandaned. The reactants are BrC1=CC2=C(N=C(S2)[C@@H]2C[C@H](C2)N2[C@@H](CCC2)C)C=C1 (Trans-6-bromo-2-{3-[(2R)-2-methylpyrrolidin-1-yl]cyclobutyl}-1,3-benzothiazole), CC=1C(NC=CC1)=O (3-methyl-2-pyridone), N=1NC(C=CC1)=O (3(2H)-pyridazinone). Product: CC=1C(N(C=CC1)C1=CC2=C(N=C(S2)[C@@H]2C[C@H](C2)N2CCCC2)C=C1)=O (Trans-3-methyl-1-[2-(3-pyrrolidin-1-ylcyclobutyl)-1,3-benzothiazol-6-yl]pyridin-2(1H)-one). As a reaction SMILES: Br[C:2]1[CH:20]=[CH:19][C:5]2[N:6]=[C:7]([C@H:9]3[CH2:12][C@H:11]([N:13]4[CH2:17][CH2:16][CH2:15][C@H:14]4C)[CH2:10]3)[S:8][C:4]=2[CH:3]=1.[CH3:21][C:22]1[C:23](=[O:28])[NH:24][CH:25]=[CH:26][CH:27]=1.N1NC(=O)C=CC=1>>[CH3:21][C:22]1[C:23](=[O:28])[N:24]([C:2]2[CH:20]=[CH:19][C:5]3[N:6]=[C:7]([C@H:9]4[CH2:12][C@H:11]([N:13]5[CH2:14][CH2:15][CH2:16][CH2:17]5)[CH2:10]4)[S:8][C:4]=3[CH:3]=2)[CH:25]=[CH:26][CH:27]=1. Reported procedure: The title compound was prepared according to the procedure described in Example 22, substituting the product of Example 62A for the product of Example 1E and substituting 3-methyl-2-pyridone for 3(2H)-pyridazinone. 1H NMR (300 MHz, CDCl3) δ ppm 8.03 (t, J=8.31 Hz, 1H) 7.89 (d, J=2.03 Hz, 1H) 7.44 (t, 1H) 7.27-7.33 (m, 1H) 6.18 (q, 2H) 3.55-3.75 (m, 1H) 3.03-3.15 (m, 1H) 2.39-2.76 (m, 6H) 2.21 (s, 3H) 1.79-1.99 (m, 4H) 1.50-1.70 (m, 2H). MS: (M+H)+=366. Starting materials: ice water, C1(=CC=CC=C1)C(OC1CCN(CC1)CCO)C1=CC=CC=C1 (4-(Diphenylmethoxy)-1-piperidineethanol), C(C)(C)(C)C1=CC=2N(N=C1Cl)N=CN2 (7-tert-butyl-6-chloro[1,2,4]triazolo[1,5-b]pyridazine), CC(C)([O-])C.[Na+] (sodium t-butoxide). Solvent: O1CCCC1 (tetrahydrofurane). Yields the product C(C)(C)(C)C1=CC=2N(N=C1OCCN1CCC(CC1)OC(C1=CC=CC=C1)C1=CC=CC=C1)N=CN2 (7-t-butyl-6-[2-[4-(diphenylmethoxy) piperidino]ethoxy][1,2,4]triazolo[1,5-b]pyridazine). Isolated yield 32.9%. Reaction SMILES: [C:1]1([CH:7]([C:18]2[CH:23]=[CH:22][CH:21]=[CH:20][CH:19]=2)[O:8][CH:9]2[CH2:14][CH2:13][N:12]([CH2:15][CH2:16][OH:17])[CH2:11][CH2:10]2)[CH:6]=[CH:5][CH:4]=[CH:3][CH:2]=1.CC(C)([O-])C.[Na+].[C:30]([C:34]1[C:39](Cl)=[N:38][N:37]2[N:41]=[CH:42][N:43]=[C:36]2[CH:35]=1)([CH3:33])([CH3:32])[CH3:31]>O1CCCC1>[C:30]([C:34]1[C:39]([O:17][CH2:16][CH2:15][N:12]2[CH2:13][CH2:14][CH:9]([O:8][CH:7]([C:1]3[CH:2]=[CH:3][CH:4]=[CH:5][CH:6]=3)[C:18]3[CH:23]=[CH:22][CH:21]=[CH:20][CH:19]=3)[CH2:10][CH2:11]2)=[N:38][N:37]2[N:41]=[CH:42][N:43]=[C:36]2[CH:35]=1)([CH3:33])([CH3:31])[CH3:32] |f:1.2|. Reported procedure: 4-(Diphenylmethoxy)-1-piperidineethanol (740 mg) was dissolved in dried tetrahydrofurane (18 ml), followed by addition of sodium t-butoxide (251 mg). The mixture was refluxed under heating for 25 minutes. After the mixture was cooled, 7-tert-butyl-6-chloro[1,2,4]triazolo[1,5-b]pyridazine (501 mg) was added thereto. The mixture was refluxed under heating for 2 hours. After the mixture was cooled, ice-water was added thereto, followed by extraction with ethyl acetate. The extract was washed with a... The reactants are [O-]CC.[Na+] (sodium ethoxide), [Na] (sodium), CCOCC (ether), C(C)(=O)C=1C=C(OCC(COC2=CC=C(C=C2)C#N)O)C=CC1O (3-acetyl-4 -hydroxyphenoxy- 2-hydroxy-3-(p-cyanophenoxy) propane). The reagents and catalysts are Cl (hydrochloric acid). Run in CS(=O)C (dimethyl sulphoxide), C(C)O (ethanol), C(C)O (ethanol), C(C(=O)OCC)(=O)OCC (diethyl oxalate). The product is C(=O)(OCC)C=1OC2=CC=C(C=C2C(C1)=O)OCC(COC1=CC=C(C=C1)C#N)O (1-(2-carbethoxychromon-6-yloxy)-2-hydroxy-3-(p-cyanophenoxy) propane). RXN SMILES: [O-:1][CH2:2][CH3:3].[Na+].[Na].[C:6]([C:9]1[CH:10]=[C:11]([CH:26]=[CH:27][C:28]=1[OH:29])[O:12][CH2:13][CH:14]([OH:25])[CH2:15][O:16][C:17]1[CH:22]=[CH:21][C:20]([C:23]#[N:24])=[CH:19][CH:18]=1)(=[O:8])[CH3:7].[CH3:30][CH2:31][O:32]CC>CS(C)=O.C(OCC)(=O)C(OCC)=O.C(O)C.Cl>[C:2]([C:3]1[O:29][C:28]2[C:9]([C:6](=[O:8])[CH:7]=1)=[CH:10][C:11]([O:12][CH2:13][CH:14]([OH:25])[CH2:15][O:16][C:17]1[CH:22]=[CH:21][C:20]([C:23]#[N:24])=[CH:19][CH:18]=1)=[CH:26][CH:27]=2)([O:32][CH2:31][CH3:30])=[O:1] |f:0.1,^1:4|. Procedure details: To a suspensioin of sodium ethoxide, prepared from sodium (6.0 g) and ethanol (60 ml) in dry ether (400 ml) and dimethyl sulphoxide (50 ml), was added a suspension of 1-(3-acetyl-4 -hydroxyphenoxy- 2-hydroxy-3-(p-cyanophenoxy) propane (26.2 g) in diethyl oxalate (30 ml). The resulting suspension was heated under reflux for 2 hours, cooled, and poured onto ice (200 g). After acidification with a solution of acetic acid (24 ml) in water (160 ml), the ether layer was separated, and the aqueous laye... The reactants are C1=CCC=C1, O=C(Cc1ccccc1)Cc1ccccc1, [Cl-], [NH4+], C1CCOC1. Yields the product C1=CC(=C(Cc2ccccc2)Cc2ccccc2)C=C1. RXN SMILES: [CH2:1]1[CH:2]=[CH:3][CH:4]=[CH:5]1.[CH2:6]([c:7]1[cH:8][cH:9][cH:10][cH:11][cH:12]1)[C:13](=[O:14])[CH2:15][c:16]1[cH:17][cH:18][cH:19][cH:20][cH:21]1.[Cl-:22].[NH4+:23].[O:24]1[CH2:25][CH2:26][CH2:27][CH2:28]1>>[CH:1]1=[CH:2][C:3](=[C:13]([CH2:6][c:7]2[cH:8][cH:9][cH:10][cH:11][cH:12]2)[CH2:15][c:16]2[cH:17][cH:18][cH:19][cH:20][cH:21]2)[CH:4]=[CH:5]1. Run at time 30 minute. Run in O (water). Procedure: In 50 ml of water were dissolved 1.2 g (31 mmol) of sodium hydroxide and 4.2 g (31 mmol) of anthranilic acid. While cooling the solution with ice, 5 g (31 mmol) of 4-methyl-1,2,3-thiadiazole-5-carboxylic acid chloride was dropwise added thereto over a period of 30 minutes. After the dropping, the resulting mixture was reacted with stirring at room temperature for 30 minutes. After the reaction was completed, the crystalline product deposited from the reaction mixture was collected by filtration ... The product is CC=1N=NSC1C(=O)NC1=C(C(=O)O)C=CC=C1 (2-(4-methyl-1,2,3-thiadiazol-5-yl-carbonylamino)benzoic acid). Starting materials: [OH-].[Na+] (sodium hydroxide), C(C=1C(N)=CC=CC1)(=O)O (anthranilic acid), CC=1N=NSC1C(=O)Cl (4-methyl-1,2,3-thiadiazole-5-carboxylic acid chloride). RXN SMILES: [OH-].[Na+].[C:3]([OH:12])(=[O:11])[C:4]1[C:5](=[CH:7][CH:8]=[CH:9][CH:10]=1)[NH2:6].[CH3:13][C:14]1[N:15]=[N:16][S:17][C:18]=1[C:19](Cl)=[O:20]>O>[CH3:13][C:14]1[N:15]=[N:16][S:17][C:18]=1[C:19]([NH:6][C:5]1[CH:7]=[CH:8][CH:9]=[CH:10][C:4]=1[C:3]([OH:12])=[O:11])=[O:20] |f:0.1|. Yield: 87.0%. Reactants: [BH4-], CCOC(=O)Cl, COC(=S)CC=C(Cl)C(=O)O, C1CCOC1, Cl, [Na+], c1ccncc1. Yields the product COC(=S)CC=C(Cl)CO. As a reaction SMILES: [BH4-:18].[C:12]([Cl:13])(=[O:14])[O:15][CH2:16][CH3:17].[C:1](=[O:2])([OH:3])[C:4](=[CH:5][CH2:6][C:7](=[S:8])[O:9][CH3:10])[Cl:11].[CH2:21]1[O:22][CH2:23][CH2:24][CH2:25]1.[ClH:20].[Na+:19].[cH:26]1[cH:27][cH:28][n:29][cH:30][cH:31]1>>[CH2:1]([OH:2])[C:4](=[CH:5][CH2:6][C:7](=[S:8])[O:9][CH3:10])[Cl:11]. Reactants: C1CCOC1, O=C(CCCCl)NC1(c2ccccc2)CCCCC1, [H-], [Na+]. Yields the product O=C1CCCN1C1(c2ccccc2)CCCCC1. As a reaction SMILES: [CH2:22]1[O:23][CH2:24][CH2:25][CH2:26]1.[Cl:1][CH2:2][CH2:3][CH2:4][C:5](=[O:6])[NH:7][C:8]1([c:14]2[cH:15][cH:16][cH:17][cH:18][cH:19]2)[CH2:9][CH2:10][CH2:11][CH2:12][CH2:13]1.[H-:21].[Na+:20]>>[CH2:2]1[CH2:3][CH2:4][C:5](=[O:6])[N:7]1[C:8]1([c:14]2[cH:15][cH:16][cH:17][cH:18][cH:19]2)[CH2:9][CH2:10][CH2:11][CH2:12][CH2:13]1.